Dataset: the Open Reaction Database (ORD), a public repository of structured organic reaction records. Task: describe an organic reaction: reactants, conditions, products, and yield The reactants are C(C)(C)(C)[Si](O[C@@H]1[C@@H]2CC[C@@H]([C@]2(CCC1)C)[C@H](C)O)(C)C ((S)-1-[(1S,3aR,4S,7aR)-4-(tert-Butyldimethyl-silanyloxy)7a-methyl-octahydro-inden-1-yl]ethanol), O=P(Cl)(Cl)Cl (POCl3). The solvent is N1=CC=CC=C1 (pyridine). Conditions: temperature 0 celsius, time 8 hour. The product is C(C)(C)(C)[Si](O[C@@H]1[C@@H]2CC\C(\[C@]2(CCC1)C)=C/C)(C)C.C(C)(C)(C)[Si](O[C@@H]1[C@@H]2CC\C(\[C@]2(CCC1)C)=C/C)(C)C ((E)-(3aR,4S,7aS)-4-(tert-Butyl-dimethyl-silanyloxy)-1-ethylidene-7a-methyl-octahydro-indene (E)-(3aR,4S,7aS)-4-(tert-Butyldimethyl-silanyloxy)-1-ethylidene-7a-methyl-octahydro-indene). The yield is 38.2%. As a reaction SMILES: [C:1]([Si:5]([CH3:21])([CH3:20])[O:6][C@H:7]1[CH2:15][CH2:14][CH2:13][C@@:12]2([CH3:16])[C@H:8]1[CH2:9][CH2:10][C@@H:11]2[C@@H:17](O)[CH3:18])([CH3:4])([CH3:3])[CH3:2].O=P(Cl)(Cl)Cl>N1C=CC=CC=1>[C:1]([Si:5]([CH3:21])([CH3:20])[O:6][C@H:7]1[CH2:15][CH2:14][CH2:13][C@@:12]2([CH3:16])[C@H:8]1[CH2:9][CH2:10]/[C:11]/2=[CH:17]\[CH3:18])([CH3:3])([CH3:4])[CH3:2].[C:1]([Si:5]([CH3:21])([CH3:20])[O:6][C@H:7]1[CH2:15][CH2:14][CH2:13][C@@:12]2([CH3:16])[C@H:8]1[CH2:9][CH2:10]/[C:11]/2=[CH:17]\[CH3:18])([CH3:3])([CH3:4])[CH3:2] |f:3.4|. Procedure: 1.43 g (4.58 mmol) of (S)-1-[(1S,3aR,4S,7aR)-4-(tert-Butyldimethyl-silanyloxy)7a-methyl-octahydro-inden-1-yl]ethanol was dissolved in 15 ml pyridine and cooled to 0° C. 420 μl of POCl3 were added slowly. The reaction mixture was stirred at room temperature overnight then poured into a buffer at pH 4, extracted with n-hexane. The organic solution was washed with brine, dried over sodium sulfate and evaporated to dryness. The residue was purified by column chromatography (eluent: n-hexane) to yiel... The reactants are CO (methanol), FCCNC1=CC(OC1)=O (4-[(2-fluoroethyl)amino]furan-2(5H)-one), [H-].[Na+] (sodium hydride), BrCC=1C=NC(=C(C1)Cl)Cl (3-(bromomethyl)-5,6-dichloropyridine). Run in O1CCCC1 (tetrahydrofuran). Yields the product ClC=1C=C(C=NC1Cl)CN(C1=CC(OC1)=O)CCF (4-[[(5,6-Dichloropyridin-3-yl)methyl](2-fluoroethyl)amino]furan-2(5H)-one). RXN SMILES: [F:1][CH2:2][CH2:3][NH:4][C:5]1[CH2:9][O:8][C:7](=[O:10])[CH:6]=1.[H-].[Na+].Br[CH2:14][C:15]1[CH:16]=[N:17][C:18]([Cl:22])=[C:19]([Cl:21])[CH:20]=1.CO>O1CCCC1>[Cl:21][C:19]1[CH:20]=[C:15]([CH2:14][N:4]([CH2:3][CH2:2][F:1])[C:5]2[CH2:9][O:8][C:7](=[O:10])[CH:6]=2)[CH:16]=[N:17][C:18]=1[Cl:22] |f:1.2|. Procedure details: 217 mg (1.49 mmol) of 4-[(2-fluoroethyl)amino]furan-2(5H)-one (VI-1) and 90 mg (2.24 mmol) of a 60% strength dispersion of sodium hydride in mineral oil in 100 ml of tetrahydrofuran are heated under reflux for 2 hours. After cooling to room temperature, 360 mg (1.49 mmol) of 3-(bromomethyl)-5,6-dichloropyridine are added, and the mixture is heated under reflux for a further 3 hours. After cooling to room temperature and addition of methanol, the reaction mixture is concentrated under reduced pre... Starting materials: CC(C)(C)N1C(=O)C(Cl)=C(c2ccccc2)S1(=O)=O, CCOC(C)=O, NCc1ccccc1, CN(C)C=O. Yields the product CC(C)(C)N1C(=O)C(NCc2ccccc2)=C(c2ccccc2)S1(=O)=O. Reaction SMILES: [C:1]([CH3:2])([CH3:3])([CH3:4])[N:5]1[S:6](=[O:18])(=[O:19])[C:7]([c:12]2[cH:13][cH:14][cH:15][cH:16][cH:17]2)=[C:8]([Cl:11])[C:9]1=[O:10].[CH3:28][CH2:29][O:30][C:31]([CH3:32])=[O:33].[NH2:20][CH2:21][c:22]1[cH:23][cH:24][cH:25][cH:26][cH:27]1.[O:34]=[CH:35][N:36]([CH3:37])[CH3:38]>>[C:1]([CH3:2])([CH3:3])([CH3:4])[N:5]1[S:6](=[O:18])(=[O:19])[C:7]([c:12]2[cH:13][cH:14][cH:15][cH:16][cH:17]2)=[C:8]([NH:20][CH2:21][c:22]2[cH:23][cH:24][cH:25][cH:26][cH:27]2)[C:9]1=[O:10]. The reactants are ClC(Cl)Cl, NN, O, O=C1C(N2C(=O)c3ccccc3C2=O)N=C(c2ccccc2)c2ccccc2N1CCOC1CCCCO1. The product is NC1N=C(c2ccccc2)c2ccccc2N(CCOC2CCCCO2)C1=O. RXN SMILES: [CH:42]([Cl:43])([Cl:44])[Cl:45].[NH2:40][NH2:41].[OH2:39].[c:1]1([C:7]2=[N:8][CH:9]([N:28]3[C:29](=[O:30])[c:31]4[cH:32][cH:33][cH:34][cH:35][c:36]4[C:37]3=[O:38])[C:10](=[O:27])[N:11]([CH2:18][CH2:19][O:20][CH:21]3[O:22][CH2:23][CH2:24][CH2:25][CH2:26]3)[c:12]3[c:13]2[cH:14][cH:15][cH:16][cH:17]3)[cH:2][cH:3][cH:4][cH:5][cH:6]1>>[c:1]1([C:7]2=[N:8][CH:9]([NH2:28])[C:10](=[O:27])[N:11]([CH2:18][CH2:19][O:20][CH:21]3[O:22][CH2:23][CH2:24][CH2:25][CH2:26]3)[c:12]3[c:13]2[cH:14][cH:15][cH:16][cH:17]3)[cH:2][cH:3][cH:4][cH:5][cH:6]1. Reactants: BrC1=C(C=C(C=C1C)OC)C (2-bromo-5-methoxy-1,3-dimethyl-benzene), C(CCC)[Li] (n-butyl lithium), B(OC(C)C)(OC(C)C)OC(C)C (Triisopropyl borate). Solvent: C1CCOC1 (THF). Conditions: temperature -78 celsius. Yields the product COC1=CC(=C(C(=C1)C)B(O)O)C (4-methoxy-2,6-dimethylphenylboronic acid). Yield: 82.8%. Reaction SMILES: Br[C:2]1[C:7]([CH3:8])=[CH:6][C:5]([O:9][CH3:10])=[CH:4][C:3]=1[CH3:11].C([Li])CCC.[B:17](OC(C)C)([O:22]C(C)C)[O:18]C(C)C>C1COCC1>[CH3:10][O:9][C:5]1[CH:6]=[C:7]([CH3:8])[C:2]([B:17]([OH:22])[OH:18])=[C:3]([CH3:11])[CH:4]=1. Reported procedure: An oven-dried three-neck round-bottom flask equipped with two rubber septum-sealed addition funnels and a sidearm stopcock was evacuated and backfilled with N2. Dry THF (100 mL) and 2-bromo-5-methoxy-1,3-dimethyl-benzene (21.5 g, 0.100 mol) were then added via syringe. The mixture was then cooled to −78° C. with stirring in a dry ice-acetone bath. Next, n-butyl lithium (2.5 M solution in hexane, 44 mL, 0.11 mol) was added dropwise via syringe with stirring over the course of 45 min at −78° C., a... Yields the product O=C(O)CCC=CCCC(=O)O. The reactants are O=C(O)CCCCCCC(=O)O, CC(C)N(CCC(c1ccccc1)c1cc(CO)ccc1O)C(C)C, C=CCCC(=O)OCc1ccc(OC(=O)CCC=C)c(C(CCN(C(C)C)C(C)C)c2ccccc2)c1, c1ccc(C([PH](C2CCCCC2)(C2CCCCC2)C2CCCCC2)[PH](C2CCCCC2)(C2CCCCC2)C2CCCCC2)cc1, ClCCl, Cl[Ru]Cl. RXN SMILES: [C:1]([CH2:2][CH2:3][CH2:4][CH2:5][CH2:6][CH2:7][C:8](=[O:9])[OH:10])(=[O:11])[OH:12].[CH:13]([N:14]([CH:15]([CH3:16])[CH3:17])[CH2:18][CH2:19][CH:20]([c:21]1[cH:22][c:23]([CH2:24][OH:25])[cH:26][cH:27][c:28]1[OH:29])[c:30]1[cH:31][cH:32][cH:33][cH:34][cH:35]1)([CH3:36])[CH3:37].[CH:38]([N:39]([CH:40]([CH3:41])[CH3:42])[CH2:43][CH2:44][CH:45]([c:46]1[cH:47][c:48]([CH2:49][O:50][C:51](=[O:52])[CH2:53][CH2:54][CH:55]=[CH2:56])[cH:57][cH:58][c:59]1[O:60][C:61](=[O:62])[CH2:63][CH2:64][CH:65]=[CH2:66])[c:67]1[cH:68][cH:69][cH:70][cH:71][cH:72]1)([CH3:73])[CH3:74].[CH:81]([PH:82]([CH:83]1[CH2:84][CH2:85][CH2:86][CH2:87][CH2:88]1)([CH:89]1[CH2:90][CH2:91][CH2:92][CH2:93][CH2:94]1)[CH:95]1[CH2:96][CH2:97][CH2:98][CH2:99][CH2:100]1)([PH:101]([CH:102]1[CH2:103][CH2:104][CH2:105][CH2:106][CH2:107]1)([CH:108]1[CH2:109][CH2:110][CH2:111][CH2:112][CH2:113]1)[CH:114]1[CH2:115][CH2:116][CH2:117][CH2:118][CH2:119]1)[c:120]1[cH:121][cH:122][cH:123][cH:124][cH:125]1.[Cl:75][CH2:76][Cl:77].[Cl:78][Ru:79][Cl:80]>>[C:1]([CH2:2][CH2:3][CH:4]=[CH:5][CH2:6][CH2:7][C:8](=[O:9])[OH:10])(=[O:11])[OH:12]. Reactants: O[Li].O (LiOH.H2O), BrC=1C=CC(=C(C(=O)OCC2=CC=CC=C2)C1)OCC1=CC=CC=C1 (phenylmethyl 5-bromo-2-[(phenylmethyl)oxy]benzoate), Cl (HCl). Solvent: C1CCOC1 (THF), O (water), C(C)(=O)OCC (ethyl acetate). The product is BrC=1C=CC(=C(C(=O)O)C1)OCC1=CC=CC=C1 (5-Bromo-2-[(phenylmethyl)oxy]benzoic acid). As a reaction SMILES: O[Li].O.[Br:4][C:5]1[CH:6]=[CH:7][C:8]([O:21][CH2:22][C:23]2[CH:28]=[CH:27][CH:26]=[CH:25][CH:24]=2)=[C:9]([CH:20]=1)[C:10]([O:12]CC1C=CC=CC=1)=[O:11].Cl>C1COCC1.O.C(OCC)(=O)C>[Br:4][C:5]1[CH:6]=[CH:7][C:8]([O:21][CH2:22][C:23]2[CH:28]=[CH:27][CH:26]=[CH:25][CH:24]=2)=[C:9]([CH:20]=1)[C:10]([OH:12])=[O:11] |f:0.1|. Procedure: LiOH.H2O (222 mg, 5.29 mmol) was added to a stirred solution of phenylmethyl 5-bromo-2-[(phenylmethyl)oxy]benzoate (may be prepared as described in Description 4, method A; 700 mg, 1.76 mmol) in THF (15 ml) and water (5.00 ml). The mixture was refluxed for 12 h and then diluted with ethyl acetate (50 ml). 10% aqueous HCl was added to the mixture to adjust the pH to 2. The organic phase was isolated, washed with brine, dried over MgSO4, and concentrated to yield the title compound as a yellow sol... Reactants: [H-].[K+] (potassium hydride), mixture, [H][H] (hydrogen), CC(C(=O)C1=CC=C(C(=O)N)C=C1)(C)C (4-(2,2-dimethyl-1-oxopropyl) benzamide), CC(C(=O)C1=CC=C(C(=O)Cl)C=C1)(C)C (4-(2,2-dimethyl-1-oxopropyl)-benzoyl chloride). Run in CCCCCC (hexane), O1CCCC1 (tetrahydrofuran), O1CCCC1 (tetrahydrofuran). Conditions: temperature 0 celsius. The product is CC(C(=O)C1=CC=C(C(=O)NC(C2=CC=C(C=C2)C(C(C)(C)C)=O)=O)C=C1)(C)C (4-(2,2-dimethyl-1-oxopropyl)-N-[4-(2,2-dimethyl-1-oxopropyl)-benzoyl]benzamide). As a reaction SMILES: [CH3:1][C:2]([CH3:15])([CH3:14])[C:3]([C:5]1[CH:13]=[CH:12][C:8]([C:9]([NH2:11])=[O:10])=[CH:7][CH:6]=1)=[O:4].[H-].[K+].[H][H].[CH3:20][C:21]([CH3:34])([CH3:33])[C:22]([C:24]1[CH:32]=[CH:31][C:27]([C:28](Cl)=[O:29])=[CH:26][CH:25]=1)=[O:23]>O1CCCC1.CCCCCC>[CH3:1][C:2]([CH3:15])([CH3:14])[C:3]([C:5]1[CH:13]=[CH:12][C:8]([C:9]([NH:11][C:28](=[O:29])[C:27]2[CH:26]=[CH:25][C:24]([C:22](=[O:23])[C:21]([CH3:20])([CH3:33])[CH3:34])=[CH:32][CH:31]=2)=[O:10])=[CH:7][CH:6]=1)=[O:4] |f:1.2|. Reported procedure: 4.2 grams (20.5 mmoles) of 4-(2,2-dimethyl-1-oxopropyl) benzamide is dissolved in 100 milliliters of dry tetrahydrofuran. The solution is cooled to 0° C., and 3.7 grams (22.6 mmoles) of potassium hydride (from a 24.5% mixture in mineral oil) which has been washed free of oil with hexane, is added. After hydrogen evolution has ceased, (approximately 2 hours), a solution of 4.6 grams (20.5 mmoles) of 4-(2,2-dimethyl-1-oxopropyl)-benzoyl chloride in 20 milliliters of dry tetrahydrofuran is added dr...